Dataset: the Open Reaction Database (ORD), a public repository of structured organic reaction records. Task: describe an organic reaction: reactants, conditions, products, and yield Starting materials: FC1=C(C=CC(=C1)F)I (2,4-difluoroiodobenzene), C(C1=CC=CC=C1)(=O)NC1=C(C(=O)OC(C)(C)C)C=CC(=C1)C=C (tert-butyl 2-(benzamido)-4-vinylbenzoate), bis(acetato)triphenylphosphine palladium(II), C(CC(O)(C(=O)O)CC(=O)O)(=O)O (citric acid), bis(acetato)triphenylphosphine palladium(II), C([O-])([O-])=O.[Cs+].[Cs+] (cesium carbonate), polymer, polymer. Reagents/catalysts: [Br-].C(CCC)[N+](CCCC)(CCCC)CCCC (tetrabutylammonium bromide). The solvent is C1(=CC=CC=C1)C (toluene), C(C)(=O)OCC (ethyl acetate). Reaction conditions: temperature 110 celsius, time 24 hour. Yields the product C(C1=CC=CC=C1)(=O)NC1=C(C(=O)O)C=CC(=C1)\C=C\C1=C(C=C(C=C1)F)F (2-(benzamido)-4-((E)-2-(2,4-difluorophenyl)vinyl)benzoic acid). RXN SMILES: [F:1][C:2]1[CH:7]=[C:6]([F:8])[CH:5]=[CH:4][C:3]=1I.C(=O)([O-])[O-].[Cs+].[Cs+].[C:16]([NH:24][C:25]1[CH:37]=[C:36]([CH:38]=[CH2:39])[CH:35]=[CH:34][C:26]=1[C:27]([O:29]C(C)(C)C)=[O:28])(=[O:23])[C:17]1[CH:22]=[CH:21][CH:20]=[CH:19][CH:18]=1.C(O)(=O)CC(CC(O)=O)(C(O)=O)O>[Br-].C([N+](CCCC)(CCCC)CCCC)CCC.C(OCC)(=O)C.C1(C)C=CC=CC=1>[C:16]([NH:24][C:25]1[CH:37]=[C:36](/[CH:38]=[CH:39]/[C:3]2[CH:4]=[CH:5][C:6]([F:8])=[CH:7][C:2]=2[F:1])[CH:35]=[CH:34][C:26]=1[C:27]([OH:29])=[O:28])(=[O:23])[C:17]1[CH:18]=[CH:19][CH:20]=[CH:21][CH:22]=1 |f:1.2.3,6.7|. Procedure: 0.030 mL of 2,4-difluoroiodobenzene, 81 mg of cesium carbonate, 12 mg of tetrabutylammonium bromide and 19 mg of polymer supported bis(acetato)triphenylphosphine palladium(II) were added to 1.0 mL of toluene solution containing 40 mg of tert-butyl 2-(benzamido)-4-vinylbenzoate at room temperature and stirred at 110° C. for 24 hours. After the reaction mixture was cooled to room temperature, 19 mg of polymer supported bis(acetato)triphenylphosphine palladium(II) was added and stirred at 110° C. f...